Task: describe an organic reaction: reactants, conditions, products, and yield. Dataset: the Open Reaction Database (ORD), a public repository of structured organic reaction records RXN SMILES: [C:1]([C:3]1[CH:8]=[CH:7][C:6]([C:9]2[CH:14]=[CH:13][CH:12]=[CH:11][C:10]=2[F:15])=[CH:5][CH:4]=1)#[CH:2].[H][H]>[Pd].N1C=CC=CC=1>[F:15][C:10]1[CH:11]=[CH:12][CH:13]=[CH:14][C:9]=1[C:6]1[CH:5]=[CH:4][C:3]([CH:1]=[CH2:2])=[CH:8][CH:7]=1. Procedure: 1-Ethynyl-4-(2-fluorophenyl)benzene, 29.6 g., was reduced in a Parr Instrument Company Series 3910 Low-Pressure Shaker-Type Apparatus, using 450 ml. of pyridine, and 0.3 g. of five percent palladium on barium sulfate; reduction was carried out at room temperature for 30 minutes and at an initial hydrogen pressure of 30 psig. The reaction mixture was filtered and the filtrate was evaporated in vacuo. The residue was vacuum distilled to give 20.5 g. of solid which was recrystallized from methanol ... Yields the product FC1=C(C=CC=C1)C1=CC=C(C=C1)C=C (4-(2 -fluorophenyl)-1-vinylbenzene). Reactants: C(#C)C1=CC=C(C=C1)C1=C(C=CC=C1)F (1-Ethynyl-4-(2-fluorophenyl)benzene), [H][H] (hydrogen). Reagents/catalysts: [Pd] (palladium on barium sulfate). Solvent: N1=CC=CC=C1 (pyridine). The reactants are C=C1C2=CC=CC=C2C3=CC=CC=C13 (dibenzofulvene), C1=CC=CC=2C3=CC=CC=C3CC12 (fluorene), CC[O-].[Na+] (EtONa). The solvent is CS(=O)C (DMSO). Reaction conditions: temperature 90 celsius. Product: C1=CC=CC=2C3=CC=CC=C3C(C12)CC1C2=CC=CC=C2C=2C=CC=CC12 (bis(9-fluorenyl)methane). Isolated yield 28.1%. As a reaction SMILES: [CH2:1]=[C:2]1[C:14]2[C:9](=[CH:10][CH:11]=[CH:12][CH:13]=2)[C:8]2[C:3]1=[CH:4][CH:5]=[CH:6][CH:7]=2.[CH:15]1[C:27]2[CH2:26][C:25]3[C:20](=[CH:21][CH:22]=[CH:23][CH:24]=3)[C:19]=2[CH:18]=[CH:17][CH:16]=1.CC[O-].[Na+]>CS(C)=O>[CH:13]1[C:14]2[CH:2]([CH2:1][CH:26]3[C:27]4[CH:15]=[CH:16][CH:17]=[CH:18][C:19]=4[C:20]4[C:25]3=[CH:24][CH:23]=[CH:22][CH:21]=4)[C:3]3[C:8](=[CH:7][CH:6]=[CH:5][CH:4]=3)[C:9]=2[CH:10]=[CH:11][CH:12]=1 |f:2.3|. Reported procedure: A mixture of dibenzofulvene (1 g, 5.68 mmol), fluorene (0.93 g, 5.68 mmol) and EtONa (0.19 g, 2.79 mmol) in DMSO (20 mL) was heated at 90° C. for 16 hours, and was then cooled to room temperature. After carrying out the work-up, as reported in Example 8, 0.55 g of bis(9-fluorenyl)methane were obtained, with a yield of 28%. Starting materials: CC(C)(C)OC(=O)CCOCCOc1ccc2nc(-c3ccccc3)n(-c3ccccc3)c2c1, O, O=C(O)C(F)(F)F. Product: O=C(O)CCOCCOc1ccc2nc(-c3ccccc3)n(-c3ccccc3)c2c1. As a reaction SMILES: [C:1]([CH3:2])([CH3:3])([CH3:4])[O:5][C:6]([CH2:7][CH2:8][O:9][CH2:10][CH2:11][O:12][c:13]1[cH:14][cH:15][c:16]2[c:17]([n:18](-[c:27]3[cH:28][cH:29][cH:30][cH:31][cH:32]3)[c:19](-[c:21]3[cH:22][cH:23][cH:24][cH:25][cH:26]3)[n:20]2)[cH:33]1)=[O:34].[OH2:42].[OH:35][C:36]([C:37]([F:38])([F:39])[F:40])=[O:41]>>[O:5]=[C:6]([CH2:7][CH2:8][O:9][CH2:10][CH2:11][O:12][c:13]1[cH:14][cH:15][c:16]2[c:17]([n:18](-[c:27]3[cH:28][cH:29][cH:30][cH:31][cH:32]3)[c:19](-[c:21]3[cH:22][cH:23][cH:24][cH:25][cH:26]3)[n:20]2)[cH:33]1)[OH:34]. Reaction SMILES: [CH2:37]1[CH2:38][CH2:39][C:40]2=[N:45][CH2:44][CH2:43][CH2:42][N:41]2[CH2:46][CH2:47]1.[CH2:49]1[O:50][CH2:51][CH2:52][CH2:53]1.[CH3:1][NH:2][C:3](=[O:4])[c:5]1[n:6][c:7](-[c:12]2[cH:13][c:14]([CH2:18][OH:19])[cH:15][cH:16][cH:17]2)[cH:8][n:9][c:10]1[NH2:11].[OH2:48].[c:20]1([P:21]([c:22]2[cH:23][cH:24][cH:25][cH:26][cH:27]2)(=[O:28])[N:34]=[N+:35]=[N-:36])[cH:29][cH:30][cH:31][cH:32][cH:33]1>>[CH3:1][NH:2][C:3](=[O:4])[c:5]1[n:6][c:7](-[c:12]2[cH:13][c:14]([CH2:18][N:34]=[N+:35]=[N-:36])[cH:15][cH:16][cH:17]2)[cH:8][n:9][c:10]1[NH2:11]. The product is CNC(=O)c1nc(-c2cccc(CN=[N+]=[N-])c2)cnc1N. Starting materials: C1CCC2=NCCCN2CC1, C1CCOC1, CNC(=O)c1nc(-c2cccc(CO)c2)cnc1N, O, [N-]=[N+]=NP(=O)(c1ccccc1)c1ccccc1. The reactants are C1(=CC=CC=C1)[C@H]1NC(OC1)=O ((4R)-4-phenyl-1,3-oxazolidin-2-one), BrCC(=O)Br (2-bromoacetyl bromide), [Li]CCCC (n-BuLi). Solvent: C1CCOC1 (THF), C(=O)=O.CC(=O)C (dry ice acetone). Conditions: temperature 25 celsius, time 2 hour. The product is BrCC(=O)N1C(OC[C@H]1C1=CC=CC=C1)=O ((R)-3-(2-Bromoacetyl)-4-phenyloxazolidin-2-one). Reaction SMILES: [C:1]1([C@@H:7]2[CH2:11][O:10][C:9](=[O:12])[NH:8]2)[CH:6]=[CH:5][CH:4]=[CH:3][CH:2]=1.[Li]CCCC.[Br:18][CH2:19][C:20](Br)=[O:21]>C1COCC1.C(=O)=O.CC(C)=O>[Br:18][CH2:19][C:20]([N:8]1[C@H:7]([C:1]2[CH:2]=[CH:3][CH:4]=[CH:5][CH:6]=2)[CH2:11][O:10][C:9]1=[O:12])=[O:21] |f:4.5|. Reported procedure: A solution of (4R)-4-phenyl-1,3-oxazolidin-2-one (100 g, 613 mmol) in THF (2 L) under a nitrogen atmosphere was cooled to −78° C. in dry ice-acetone bath. To the stirred solution was added n-BuLi (337 mL, 2 M solution in cyclohexane, 675 mmol) dropwise over a period of 30 min, followed by the addition of 2-bromoacetyl bromide (123.7 g, 613 mmol) over 15 min. The resulting solution was stirred at 25° C. for 2 h. The reaction was quenched with aqueous NH4Cl (500 mL), and the mixture was extracted ...